This data is from the Open Reaction Database (ORD), a public repository of structured organic reaction records. The task is: describe an organic reaction: reactants, conditions, products, and yield Reactants: CCOC(=O)Cc1ccc(-c2nc(COc3ccc(COc4nn(-c5ccccc5)cc4C=CP(=O)(OCC)OCC)cc3OC)c(C)o2)cc1, CCO, Cl, [Na+], C1CCOC1, [OH-], O. Yields the product CCOP(=O)(C=Cc1cn(-c2ccccc2)nc1OCc1ccc(OCc2nc(-c3ccc(CC(=O)O)cc3)oc2C)c(OC)c1)OCC. RXN SMILES: [CH2:1]([CH3:2])[O:3][P:4](=[O:5])([O:6][CH2:7][CH3:8])[CH:9]=[CH:10][c:11]1[c:12]([O:22][CH2:23][c:24]2[cH:25][c:26]([O:50][CH3:51])[c:27]([O:28][CH2:29][c:30]3[n:31][c:32](-[c:36]4[cH:37][cH:38][c:39]([CH2:42][C:43](=[O:44])[O:45][CH2:46][CH3:47])[cH:40][cH:41]4)[o:33][c:34]3[CH3:35])[cH:48][cH:49]2)[n:13][n:14](-[c:16]2[cH:17][cH:18][cH:19][cH:20][cH:21]2)[cH:15]1.[CH3:61][CH2:62][OH:63].[ClH:59].[Na+:58].[O:52]1[CH2:53][CH2:54][CH2:55][CH2:56]1.[OH-:57].[OH2:60]>>[CH2:1]([CH3:2])[O:3][P:4](=[O:5])([O:6][CH2:7][CH3:8])[CH:9]=[CH:10][c:11]1[c:12]([O:22][CH2:23][c:24]2[cH:25][c:26]([O:50][CH3:51])[c:27]([O:28][CH2:29][c:30]3[n:31][c:32](-[c:36]4[cH:37][cH:38][c:39]([CH2:42][C:43](=[O:44])[OH:45])[cH:40][cH:41]4)[o:33][c:34]3[CH3:35])[cH:48][cH:49]2)[n:13][n:14](-[c:16]2[cH:17][cH:18][cH:19][cH:20][cH:21]2)[cH:15]1. The reactants are C(C1=CC=CC=C1)N([C@H](C(=O)OCC1=CC=CC=C1)CC)CC1=CC=CC=C1 ((S)-benzyl 2-(dibenzylamino)butanoate), Cl (HCl), CO (methanol), [OH-].[Na+] (NaOH). Solvent: O (water). Reaction conditions: temperature 90 celsius, time 4 hour. Product: C(C1=CC=CC=C1)N([C@H](C(=O)O)CC)CC1=CC=CC=C1 ((S)-2-(dibenzylamino)butanoic acid). RXN SMILES: [CH2:1]([N:8]([CH2:22][C:23]1[CH:28]=[CH:27][CH:26]=[CH:25][CH:24]=1)[C@@H:9]([CH2:20][CH3:21])[C:10]([O:12]CC1C=CC=CC=1)=[O:11])[C:2]1[CH:7]=[CH:6][CH:5]=[CH:4][CH:3]=1.CO.[OH-].[Na+].Cl>O>[CH2:22]([N:8]([CH2:1][C:2]1[CH:3]=[CH:4][CH:5]=[CH:6][CH:7]=1)[C@@H:9]([CH2:20][CH3:21])[C:10]([OH:12])=[O:11])[C:23]1[CH:24]=[CH:25][CH:26]=[CH:27][CH:28]=1 |f:2.3|. Procedure details: Under an atmosphere of argon, (S)-benzyl 2-(dibenzylamino)butanoate (84 g, 191 mmol, Eq: 1.00) was combined with methanol (136 ml) to give a light yellow solution. Then cold (0° C.) NaOH solution (15.3 g in 150 ml water, 382 mmol, Eq: 2) was added at once to the reaction mixture. The reaction was stirred at 90° C. for 4 h. Upon cooling to RT, the reaction mixture was poured into water (75 ml) and extracted with tert-butyl methyl ether: heptane=1:1 (2×150 ml), to remove the benzylalcohol formed i... Reactants: OCc1ccccc1NC1CCN(Cc2ccccc2)CC1, ClC(Cl)Cl. Product: O=Cc1ccccc1NC1CCN(Cc2ccccc2)CC1. RXN SMILES: [CH2:1]([c:2]1[cH:3][cH:4][cH:5][cH:6][cH:7]1)[N:8]1[CH2:9][CH2:10][CH:11]([NH:14][c:15]2[c:16]([CH2:21][OH:22])[cH:17][cH:18][cH:19][cH:20]2)[CH2:12][CH2:13]1.[CH:23]([Cl:24])([Cl:25])[Cl:26]>>[CH2:1]([c:2]1[cH:3][cH:4][cH:5][cH:6][cH:7]1)[N:8]1[CH2:9][CH2:10][CH:11]([NH:14][c:15]2[c:16]([CH:21]=[O:22])[cH:17][cH:18][cH:19][cH:20]2)[CH2:12][CH2:13]1.